This data is from the Open Reaction Database (ORD), a public repository of structured organic reaction records. The task is: describe an organic reaction: reactants, conditions, products, and yield Reaction SMILES: [CH:1]1[C:10]2[C:11]3[CH:20]=[CH:19][C:18]4C(OC(=O)[C:16]5[C:17]=4[C:12]=3[C:13](=[CH:14][CH:15]=5)[C:8]3[C:9]=2[C:4]2[C:5]([C:26](O[C:29](=[O:30])[C:3]=2[CH:2]=1)=[O:27])=[CH:6][CH:7]=3)=O.N1C=CN=C1.[NH2:36][CH:37]([CH2:44][CH2:45][CH2:46][CH2:47][CH2:48][CH3:49])[CH2:38][CH2:39][CH2:40][CH2:41][CH2:42][CH3:43].O.C(C1C=CC(C(C)(C)C)=CC=1N1C(=O)C2C3C4C(=CC=2)C2C5C(C=CC=2)=CC=CC=5C=4C=CC=3C1=O)(C)(C)C>O.O.C([O-])(=O)C.[Zn+2].C([O-])(=O)C>[CH2:38]([CH:37]([N:36]1[C:26](=[O:27])[C:5]2[C:4]3[C:9]4[C:8](=[CH:7][CH:6]=2)[C:13]2[C:12]5[C:17]([CH:16]=[CH:15][CH:14]=2)=[CH:18][CH:19]=[CH:20][C:11]=5[C:10]=4[CH:1]=[CH:2][C:3]=3[C:29]1=[O:30])[CH2:44][CH2:45][CH2:46][CH2:47][CH2:48][CH3:49])[CH2:39][CH2:40][CH2:41][CH2:42][CH3:43] |f:5.6.7.8.9|. Product: C(CCCCC)C(CCCCCC)N1C(=O)C=2C=CC=3C=4C=CC=C5C=CC=C(C6=CC=C(C2C63)C1=O)C54 (N-(1-Hexylheptyl)perylene-3,4-dicarboximide). Reagents/catalysts: O.O.C(C)(=O)[O-].[Zn+2].C(C)(=O)[O-] (zinc acetate dihydrate). Procedure: 1.2 g (3.1 mmol) of perylene-3,4,9, 10-tetracarboxylic dianhydride, 6.2 g of imidazole, 470 mg (2.36 mmol) of 7-aminotridecane (prepared according to J. Prakt. Chem. 1980, 322, 261), 150 mg (0.68 mmol) of zinc acetate dihydrate and 3.0 ml (170 mmol) of water are heated in an autoclave (100 ml) at 190° C. for 24 h. Workup is analogous to that used in the preparation of 2b. Yield 1.25 g (27%). Starting materials: C(C)(C)(C)C1=C(C=C(C=C1)C(C)(C)C)N1C(=O)C=2C=CC=3C=4C=CC=C5C=CC=C(C6=CC=C(C2C63)C1=O)C54 (N-(2,5-Di-t-butylphenyl)perylene-3,4-dicarboximide), C1=CC2=C3C(=CC=C4C3=C1C5=C6C4=CC=C7C6=C(C=C5)C(=O)OC7=O)C(=O)OC2=O (perylene-3,4,9, 10-tetracarboxylic dianhydride), N1C=NC=C1 (imidazole), NC(CCCCCC)CCCCCC (7-aminotridecane), O (water). Starting materials: ClC1=NC2=CC=CC=C2C(=C1[N+](=O)[O-])Cl (2,4-dichloro-3-nitroquinoline), C(C1=CC=CC=C1)OC(=O)NCCCN (N-(benzyloxycarbonyl)-1,3-propanediamine). Run in C(C)N(CC)CC (triethylamine). Product: C(C1=CC=CC=C1)OC(=O)NCCCNC1=C(C(=NC2=CC=CC=C12)Cl)[N+](=O)[O-] (4-[3-(benzyloxycarbonylamino)propylamino]-2-chloro-3-nitroquinoline). Yield: 84.8%. RXN SMILES: [Cl:1][C:2]1[C:11]([N+:12]([O-:14])=[O:13])=[C:10](Cl)[C:9]2[C:4](=[CH:5][CH:6]=[CH:7][CH:8]=2)[N:3]=1.[CH2:16]([O:23][C:24]([NH:26][CH2:27][CH2:28][CH2:29][NH2:30])=[O:25])[C:17]1[CH:22]=[CH:21][CH:20]=[CH:19][CH:18]=1>C(N(CC)CC)C>[CH2:16]([O:23][C:24]([NH:26][CH2:27][CH2:28][CH2:29][NH:30][C:10]1[C:9]2[C:4](=[CH:5][CH:6]=[CH:7][CH:8]=2)[N:3]=[C:2]([Cl:1])[C:11]=1[N+:12]([O-:14])=[O:13])=[O:25])[C:17]1[CH:22]=[CH:21][CH:20]=[CH:19][CH:18]=1. Procedure details: 0.19 g (0.768 mmol) of 2,4-dichloro-3-nitroquinoline and 0.16 g (0.768 mmol) of N-(benzyloxycarbonyl)-1,3-propanediamine was heated at 70° C. in 5 ml of triethylamine for one hour with stirring. After triethylamine was distilled off under reduced pressure, the residue was dissolved in methylene chloride, washed with water, and dried (MgSO4). The solvent was distilled off under reduced pressure and the residue was purified by silica gel column chromatography (n-hexane:ethyl acetate=2:1 (v/v)) to ...